From a dataset of the Open Reaction Database (ORD), a public repository of structured organic reaction records. describe an organic reaction: reactants, conditions, products, and yield Starting materials: solution, C(C)(C)(C)N=NC(C)(CC(C)C)OO (2-t-butylazo-2-hydroperoxy-4-methylpentane), t-butylhydrazone, O1OOOOC1 (pentoxane), O=O (oxygen), ice water. Run in mineral spirits. Reaction conditions: temperature 0 celsius, time 1 hour. Product: C(C)(C)(C)N=NC(C)(CC(C)(C)OC)OO (2-t-Butylazo-2-hydroperoxy-4-methoxy-4-methylpentane). RXN SMILES: [O:1]1[CH2:6]OOOO1.O=O.[C:9]([N:13]=[N:14][C:15]([O:21][OH:22])([CH2:17][CH:18]([CH3:20])[CH3:19])[CH3:16])([CH3:12])([CH3:11])[CH3:10]>>[C:9]([N:13]=[N:14][C:15]([O:21][OH:22])([CH2:17][C:18]([O:1][CH3:6])([CH3:19])[CH3:20])[CH3:16])([CH3:10])([CH3:12])[CH3:11]. Reported procedure: A solution of 60 grams of the t-butylhydrazone of pentoxane (4-methoxy-4-methyl-pentanone-2) in 60 grams of odorless mineral spirits was oxidized by passing oxygen through the solution as in Example II. The oxidation was initiated at 30° C by adding 2 drops of a 50% solution of 2-t-butylazo-2-hydroperoxy-4-methylpentane. The oxidation was 1/2 complete after 50 minutes at 30° C. The temperature was lowered to 20° C. and an additional 1 hour was required before the oxidation was complete. It was t...